From a dataset of the Open Reaction Database (ORD), a public repository of structured organic reaction records. describe an organic reaction: reactants, conditions, products, and yield Reactants: [N+](CCCC)(CCCC)(CCCC)CCCC.[F-], C1[C@H]([C@H]2[C@@H]([C@@]1(COC(=O)C)O)OC(O2)(C)C)N1C(c2c(C1=O)cccc2)=O. Reagents/catalysts: c1ccc(cc1)-c2c3ccccc3cc4ccccc24 (9-Phenylanthracene). Run in C1CCOC1 (THF). Reaction conditions: temperature 25 celsius, time 18 hour. Product: CC(=O)OC[C@@]1(F)C[C@H]([C@@H]2OC(C)(C)O[C@H]12)N3C(=O)c4ccccc4C3=O. As a reaction SMILES: [CH3:1][C:2]([O:4][CH2:5][C@:6]1([C@H:15]([C@@H:9]2[C@H:8]([N:16]3[C:25](=[O:26])[c:24]([c:19]4[C:17]3=[O:18])[cH:23][cH:22][cH:21][cH:20]4)[CH2:7]1)[O:14][C:11]([CH3:13])([CH3:12])[O:10]2)O)=[O:3]>>[CH3:1][C:2]([O:4][CH2:5][C@@:6]1([C@H:15]([C@@H:9]2[C@H:8]([N:16]3[C:25](=[O:26])[c:24]([c:19]4[C:17]3=[O:18])[cH:23][cH:22][cH:21][cH:20]4)[CH2:7]1)[O:14][C:11]([CH3:13])([CH3:12])[O:10]2)F)=[O:3].